The task is: describe an organic reaction: reactants, conditions, products, and yield. This data is from the Open Reaction Database (ORD), a public repository of structured organic reaction records. The reactants are CC1=C2CC(NC2=CC=C1C(C)=O)=O (4-methyl-5-acetyloxindole), C(C)(=O)C=1C=C2CC(NC2=CC1)=O (5-acetyloxindole), C1=C(C=CS1)C(=O)C=1C=C2CC(NC2=CC1)=O (5-(3-thenoyl)oxindole), CC=1C=C(C=C2CC(NC12)=O)C(C1=CC=CC=C1)=O (7-methyl-5-benzoyloxindole), C(CC)(=O)C=1C=C2CC(NC2=CC1)=O (5-propionyloxindole), C1(=CC=CS1)C(=O)C=1C=C2CC(NC2=CC1)=O (5-(2-thenoyl)oxindole), ClC1=C2CC(NC2=CC=C1C(C)=O)=O (4-chloro-5-acetyloxindole). Product: C(C1=CC=CC=C1)(=O)C=1C=C2CC(NC2=CC1)=O (5-Benzoyloxindole). Reaction SMILES: C(C1C=C2C(=CC=1)NC(=O)C2)(=O)C.C(C1C=C2C(=CC=1)NC(=O)C2)(=O)CC.C1(C(C2C=C3C(=CC=2)NC(=O)C3)=O)SC=CC=1.C1SC=CC=1C(C1C=C2C(=CC=1)NC(=O)C2)=O.CC1C(C(=O)C)=CC=C2C=1CC(=O)N2.ClC1C(C(=O)C)=CC=C2C=1CC(=O)N2.C[C:91]1[CH:92]=[C:93]([C:101](=[O:108])[C:102]2[CH:107]=[CH:106][CH:105]=[CH:104][CH:103]=2)[CH:94]=[C:95]2[C:99]=1[NH:98][C:97](=[O:100])[CH2:96]2>>[C:101]([C:93]1[CH:94]=[C:95]2[C:99](=[CH:91][CH:92]=1)[NH:98][C:97](=[O:100])[CH2:96]2)(=[O:108])[C:102]1[CH:103]=[CH:104][CH:105]=[CH:106][CH:107]=1. Procedure: Using a similar procedure and starting with the requisite reagents, 5-acetyloxindole, 5-propionyloxindole, 5-(2-thenoyl)oxindole, 5-(3-thenoyl)oxindole, 4-methyl-5-acetyloxindole, 4-chloro-5-acetyloxindole and 7-methyl-5-benzoyloxindole are prepared.